Dataset: the Open Reaction Database (ORD), a public repository of structured organic reaction records. Task: describe an organic reaction: reactants, conditions, products, and yield Reactants: ClC=1C=C(C=CC1)NS(=O)(=O)C1=CC=C(C(=O)O)C=C1 (4-(N-(3-chlorophenyl)sulfamoyl)benzoic acid), N1=C(C=CC=C1)C=1N=C(SC1)N (4-(pyridin-2-yl)thiazol-2-amine). Yields the product ClC=1C=C(C=CC1)NS(=O)(=O)C1=CC=C(C(=O)NC=2SC=C(N2)C2=NC=CC=C2)C=C1 (4-(N-(3-chlorophenyl)sulfamoyl)-N-(4-(pyridin-2-yl)thiazol-2-yl)benzamide). Reaction SMILES: [Cl:1][C:2]1[CH:3]=[C:4]([NH:8][S:9]([C:12]2[CH:20]=[CH:19][C:15]([C:16]([OH:18])=O)=[CH:14][CH:13]=2)(=[O:11])=[O:10])[CH:5]=[CH:6][CH:7]=1.[N:21]1[CH:26]=[CH:25][CH:24]=[CH:23][C:22]=1[C:27]1[N:28]=[C:29]([NH2:32])[S:30][CH:31]=1>>[Cl:1][C:2]1[CH:3]=[C:4]([NH:8][S:9]([C:12]2[CH:13]=[CH:14][C:15]([C:16]([NH:32][C:29]3[S:30][CH:31]=[C:27]([C:22]4[CH:23]=[CH:24][CH:25]=[CH:26][N:21]=4)[N:28]=3)=[O:18])=[CH:19][CH:20]=2)(=[O:10])=[O:11])[CH:5]=[CH:6][CH:7]=1. Procedure details: 4-(N-(3-chlorophenyl)sulfamoyl)benzoic acid (11) (106 mg, 0.34 mmol) was treated with 4-(pyridin-2-yl)thiazol-2-amine (50 mg, 0.28 mmol) using method C. The residue was purified using flash chromatography eluting with 50-100% EtOAc in hexanes. The resulting solid was triturated with diethyl ether to give 4-(N-(3-chlorophenyl)sulfamoyl)-N-(4-(pyridin-2-yl)thiazol-2-yl)benzamide as a yellow solid. Yield: 49 mg (37%). 1H-NMR: 10.77 (s, 1H), 8.63-8.61 (m, 1H), 8.25 (d, J=8.5 Hz, 2H), 8.00 (d, J=8.0 ... Starting materials: ClC1=CC(=C(NC2=NC=NC3=CC(=C(C=C23)OC)O)C=C1)F (4-(4-chloro-2-fluoroanilino)-7-hydroxy-6-methoxyquinazoline), C([O-])([O-])=O.[K+].[K+] (potassium carbonate), S(=O)(Cl)Cl (Thionyl chloride), OCC1=CC(=NC=C1)OC (4-hydroxymethyl-2-methoxypyridine). Solvent: O (water), C1(=CC=CC=C1)C (toluene), CN(C)C=O (DMF). Conditions: time 1.5 hour. Yields the product ClC1=CC(=C(NC2=NC=NC3=CC(=C(C=C23)OC)OCC2=CC(=NC=C2)OC)C=C1)F (4-(4-chloro-2-fluoroanilino)-7-((2-methoxy-4-pyridyl)methoxy)-6-methoxyquinazoline). The yield is 24.4%. RXN SMILES: S(Cl)(Cl)=O.[OH:5][CH2:6][C:7]1[CH:12]=[CH:11][N:10]=[C:9]([O:13][CH3:14])[CH:8]=1.[Cl:15][C:16]1[CH:35]=[CH:34][C:19]([NH:20][C:21]2[C:30]3[C:25](=[CH:26][C:27](O)=[C:28]([O:31][CH3:32])[CH:29]=3)[N:24]=[CH:23][N:22]=2)=[C:18]([F:36])[CH:17]=1.C(=O)([O-])[O-].[K+].[K+]>C1(C)C=CC=CC=1.CN(C=O)C.O>[Cl:15][C:16]1[CH:35]=[CH:34][C:19]([NH:20][C:21]2[C:30]3[C:25](=[CH:26][C:27]([O:5][CH2:6][C:7]4[CH:12]=[CH:11][N:10]=[C:9]([O:13][CH3:14])[CH:8]=4)=[C:28]([O:31][CH3:32])[CH:29]=3)[N:24]=[CH:23][N:22]=2)=[C:18]([F:36])[CH:17]=1 |f:3.4.5|. Procedure: Thionyl chloride (0.6 ml) was added to a solution of 4-hydroxymethyl-2-methoxypyridine (0.59 g, 4.2 mmol) in toluene (10 ml) and the mixture stirred at ambient temperature for 1.5 hours. The volatiles were removed by evaporation and the residue was azeotroped with toluene and dried under vacuum to give crude 4-chloromethyl-2-methoxypyridine hydrochloride (0.50 g, 2.6 mmol) which was used directly. This product was then added to a mixture of 4-(4-chloro-2-fluoroanilino)-7-hydroxy-6-methoxyquinazo... Reactants: C(C)(C)(C)OC(=O)N1CCC(CC1)(COC(=C)C1=CC(=CC(=C1)C(F)(F)F)C(F)(F)F)C1=CC=CC=C1 (1-tert-Butoxycarbonyl-4-phenyl-4-[1-(3,5-bis(trifluoromethyl)phenyl) vinyloxymethyl]piperidine), [OH-].[Na+] (NaOH), OO (H2O2), solution, solution. Run in O (water), O1CCCC1 (tetrahydrofuran), O1CCCC1 (tetrahydrofuran). Reaction conditions: time 3 hour. The product is C(C)(C)(C)OC(=O)N1CCC(CC1)(COC(CO)C1=CC(=CC(=C1)C(F)(F)F)C(F)(F)F)C1=CC=CC=C1 (1-tert-Butoxycarbonyl-4-phenyl-4-((1-(3,5-bis(trifluoromethyl)phenyl)-2-hydroxyethoxy)methyl)piperidine). RXN SMILES: [C:1]([O:5][C:6]([N:8]1[CH2:13][CH2:12][C:11]([C:32]2[CH:37]=[CH:36][CH:35]=[CH:34][CH:33]=2)([CH2:14][O:15][C:16]([C:18]2[CH:23]=[C:22]([C:24]([F:27])([F:26])[F:25])[CH:21]=[C:20]([C:28]([F:31])([F:30])[F:29])[CH:19]=2)=[CH2:17])[CH2:10][CH2:9]1)=[O:7])([CH3:4])([CH3:3])[CH3:2].[OH-:38].[Na+].OO>O1CCCC1.O>[C:1]([O:5][C:6]([N:8]1[CH2:13][CH2:12][C:11]([C:32]2[CH:33]=[CH:34][CH:35]=[CH:36][CH:37]=2)([CH2:14][O:15][CH:16]([C:18]2[CH:19]=[C:20]([C:28]([F:31])([F:29])[F:30])[CH:21]=[C:22]([C:24]([F:26])([F:25])[F:27])[CH:23]=2)[CH2:17][OH:38])[CH2:10][CH2:9]1)=[O:7])([CH3:4])([CH3:2])[CH3:3] |f:1.2|. Procedure: The compound of step (c) above was treated with BH3.tetrahydrofuran (5 ml of a 1M solution in tetrahydrofuran) under an atmosphere of nitrogen for 2 hours. A mixture of 4N NaOH (10 ml) and H2O2 (5 ml of a 29% solution in water) was added and the reaction stirred for 3 hours, then extracted with diethyl ether. The ethereal extracts were washed with sodium bisulphite solution then dried (Na2SO4) and concentrated. The residue was purified by chromatography on silica gel eluting with ethyl acetate-p...